From a dataset of the Open Reaction Database (ORD), a public repository of structured organic reaction records. describe an organic reaction: reactants, conditions, products, and yield Reactants: C1CCOC1, [Li]CCCC, Cc1c(F)ccc(Br)c1F, CN(C)C=O. Yields the product Cc1c(F)ccc(C=O)c1F. As a reaction SMILES: [CH2:21]1[O:22][CH2:23][CH2:24][CH2:25]1.[CH3:11][CH2:12][CH2:13][CH2:14][Li:15].[F:1][c:2]1[c:3]([Br:10])[cH:4][cH:5][c:6]([F:9])[c:7]1[CH3:8].[O:16]=[CH:17][N:18]([CH3:19])[CH3:20]>>[F:1][c:2]1[c:3]([CH:17]=[O:16])[cH:4][cH:5][c:6]([F:9])[c:7]1[CH3:8].